Dataset: the Open Reaction Database (ORD), a public repository of structured organic reaction records. Task: describe an organic reaction: reactants, conditions, products, and yield Reactants: CC(=O)[O-], CO, O=Cc1ccc(Cl)c(C(=O)NCC2(O)CCCCCC2)c1, Cl, NO, [Na+], O. Yields the product O=C(NCC1(O)CCCCCC1)c1cc(C=NO)ccc1Cl. RXN SMILES: [CH3:26][C:27](=[O:28])[O-:29].[CH3:30][OH:31].[Cl:1][c:2]1[c:3]([C:4](=[O:5])[NH:6][CH2:7][C:8]2([OH:15])[CH2:9][CH2:10][CH2:11][CH2:12][CH2:13][CH2:14]2)[cH:16][c:17]([CH:20]=[O:21])[cH:18][cH:19]1.[ClH:22].[NH2:23][OH:24].[Na+:25].[OH2:32]>>[Cl:1][c:2]1[c:3]([C:4](=[O:5])[NH:6][CH2:7][C:8]2([OH:15])[CH2:9][CH2:10][CH2:11][CH2:12][CH2:13][CH2:14]2)[cH:16][c:17]([CH:20]=[N:23][OH:24])[cH:18][cH:19]1. The solvent is N1=CC=CC=C1 (pyridine). Reaction conditions: temperature 60 celsius, time 8 hour. Procedure: A mixture of (3-amino-5-chloro-pyridin-2-yl)-(2-chloro-phenyl)-methanone (26.8 mg, 0.10 mmol) and 3,4-dichloro-benzenesulfonyl chloride (24.5 mg, 0.10 mmol) in anhydrous pyridine (1 mL) were stirred overnight at 60° C. Reaction mixture was concentrated and the residue was treated with 1 M NaOH (5 mL) and THF (5 mL) to hydrolyze bis-sulfonamide. The resultant solution was neutralized to pH 6 and the aqueous layer was extracted with EtOAc. The combined organic extracts were washed with brine, drie... Product: ClC=1C=C(C=CC1Cl)S(=O)(=O)NC=1C(=NC=C(C1)Cl)C(C1=C(C=CC=C1)Cl)=O (3,4-dichloro-N-[5-chloro-2-(2-chloro-benzoyl)-pyridin-3-yl]-benzenesulfonamide). RXN SMILES: [NH2:1][C:2]1[C:3]([C:9]([C:11]2[CH:16]=[CH:15][CH:14]=[CH:13][C:12]=2[Cl:17])=[O:10])=[N:4][CH:5]=[C:6]([Cl:8])[CH:7]=1.[Cl:18][C:19]1[CH:20]=[C:21]([S:26](Cl)(=[O:28])=[O:27])[CH:22]=[CH:23][C:24]=1[Cl:25]>N1C=CC=CC=1>[Cl:18][C:19]1[CH:20]=[C:21]([S:26]([NH:1][C:2]2[C:3]([C:9](=[O:10])[C:11]3[CH:16]=[CH:15][CH:14]=[CH:13][C:12]=3[Cl:17])=[N:4][CH:5]=[C:6]([Cl:8])[CH:7]=2)(=[O:27])=[O:28])[CH:22]=[CH:23][C:24]=1[Cl:25]. Reactants: NC=1C(=NC=C(C1)Cl)C(=O)C1=C(C=CC=C1)Cl ((3-amino-5-chloro-pyridin-2-yl)-(2-chloro-phenyl)-methanone), ClC=1C=C(C=CC1Cl)S(=O)(=O)Cl (3,4-dichloro-benzenesulfonyl chloride). Reactants: CS(=O)C (dimethylsulfoxide), ClC1=NC=NC(=C1)OCC#CC (4-chloro-6-(2-butynyloxy)pyrimidine), C([O-])([O-])=O.[K+].[K+] (potassium carbonate), C(C)N (ethylamine). The solvent is COC(C)(C)C (tert-butyl methyl ether). Run at temperature 50 celsius, time 8 hour. The product is C(C#CC)OC1=NC=NC(=C1)NCC (4-(2-butynyloxy)-6-(ethylamino)pyrimidine). As a reaction SMILES: CS(C)=O.Cl[C:6]1[CH:11]=[C:10]([O:12][CH2:13][C:14]#[C:15][CH3:16])[N:9]=[CH:8][N:7]=1.C(=O)([O-])[O-].[K+].[K+].[CH2:23]([NH2:25])[CH3:24]>COC(C)(C)C>[CH2:13]([O:12][C:10]1[CH:11]=[C:6]([NH:25][CH2:23][CH3:24])[N:7]=[CH:8][N:9]=1)[C:14]#[C:15][CH3:16] |f:2.3.4|. Procedure: To 20 ml of dimethylsulfoxide were added 1.83 g of 4-chloro-6-(2-butynyloxy)pyrimidine, 2.20 g of potassium carbonate, and 20 ml of ethylamine (2.0 M tetrahydrofuran solution), followed by stirring at 50° C. for 8 hours. The reaction mixture was then left for cooling to room temperature, diluted with tert-butyl methyl ether, and washed twice with an aqueous sodium chloride solution. The organic layer was dried over anhydrous magnesium sulfate and concentrated. The residue was recrystallized from... Product: FC(OC1=C(C=C(C=C1)CC#N)OC1COCC1)F ((±)-4-(difluoromethoxy)-3-[(tetrahydro-3-furanyl)oxy]benzeneacetonitrile). The yield is 80.4%. The solvent is O (H2O), CN(C)C=O (DMF). Reaction SMILES: [C-:1]#[N:2].[K+].[F:4][CH:5]([F:21])[O:6][C:7]1[CH:12]=[CH:11][C:10]([CH2:13]O)=[CH:9][C:8]=1[O:15][CH:16]1[CH2:20][CH2:19][O:18][CH2:17]1>O.CN(C=O)C>[F:4][CH:5]([F:21])[O:6][C:7]1[CH:12]=[CH:11][C:10]([CH2:13][C:1]#[N:2])=[CH:9][C:8]=1[O:15][CH:16]1[CH2:20][CH2:19][O:18][CH2:17]1 |f:0.1|. Reported procedure: A mixture of KCN (0.076 mol) in H2O (4 ml), heated to 80° C., was added dropwise to a mixture of intermediate 3 (0.038 mol) in DMF (82.4 ml), stirred at 60° C. The resulting reaction mixture was stirred for 30 minutes at 60° C. The reaction mixture was cooled, washed with water, extracted with DIPE. The extract was dried, filtered, and the filtrate was evaporated, yielding 8.23 g (80%) of (±)-4-(difluoromethoxy)-3-[(tetrahydro-3-furanyl)oxy]benzeneacetonitrile (intermediate 4). Starting materials: [C-]#N.[K+] (KCN), FC(OC1=C(C=C(C=C1)CO)OC1COCC1)F ((±)-4-(difluoromethoxy)-3-[(tetrahydro-3-furanyl)oxy]benzenemethanol). Run at temperature 80 celsius. Starting materials: CO, COC(=O)c1cc(N)[nH]n1, N. The product is NC(=O)c1cc(N)[nH]n1. Reaction SMILES: [CH3:12][OH:13].[CH3:1][O:2][C:3](=[O:4])[c:5]1[n:6][nH:7][c:8]([NH2:10])[cH:9]1.[NH3:11]>>[O:2]=[C:3]([c:5]1[n:6][nH:7][c:8]([NH2:10])[cH:9]1)[NH2:11].